Dataset: the Open Reaction Database (ORD), a public repository of structured organic reaction records. Task: describe an organic reaction: reactants, conditions, products, and yield Reactants: CN(C)C=O, Cn1c(=O)c2c(Cl)cccc2n2cnc(-c3noc(C4CC4)n3)c12, [H-], [Na+], O, Oc1cccc(Cl)c1. Product: Cn1c(=O)c2c(Oc3cccc(Cl)c3)cccc2n2cnc(-c3noc(C4CC4)n3)c12. Reaction SMILES: [CH3:36][N:37]([CH3:38])[CH:39]=[O:40].[CH:1]1([c:4]2[n:5][c:6](-[c:9]3[n:10][cH:11][n:12]4[c:13]3[n:14]([CH3:24])[c:15](=[O:23])[c:16]3[c:17]([Cl:22])[cH:18][cH:19][cH:20][c:21]43)[n:7][o:8]2)[CH2:2][CH2:3]1.[H-:33].[Na+:34].[OH2:35].[OH:25][c:26]1[cH:27][cH:28][cH:29][c:30]([Cl:31])[cH:32]1>>[CH:1]1([c:4]2[n:5][c:6](-[c:9]3[n:10][cH:11][n:12]4[c:13]3[n:14]([CH3:24])[c:15](=[O:23])[c:16]3[c:17]([O:25][c:26]5[cH:27][cH:28][cH:29][c:30]([Cl:31])[cH:32]5)[cH:18][cH:19][cH:20][c:21]43)[n:7][o:8]2)[CH2:2][CH2:3]1. Starting materials: ClC=1C=C(C=CC1)[C@H](CN(C(OC(C)(C)C)=O)CCC1=CC=C(C=C1)O)O (tert-butyl [(2R)-2-(3-chlorophenyl)-2-hydroxyethyl][2-(4-hydroxyphenyl)ethyl]carbamate), C([O-])([O-])=O.[K+].[K+] (potassium carbonate), ClC=1C=C(C=NC1Cl)C(=O)OC (methyl 5,6-dichloro-3-pyridinecarboxylate). The solvent is CS(=O)C (dimethylsulfoxide). Run at time 12 hour. Yields the product C(C)(C)(C)OC(=O)N(CCC1=CC=C(OC2=NC=C(C(=O)OC)C=C2Cl)C=C1)C[C@H](O)C1=CC(=CC=C1)Cl (methyl 6-[4-[2-[(tert-butoxycarbonyl)[(2R)-2-(3-chlorophenyl)-2-hydroxyethyl]amino]ethyl]phenoxy]-5-chloronicotinate). Isolated yield 89.6%. RXN SMILES: [Cl:1][C:2]1[CH:3]=[C:4]([C@@H:8]([OH:27])[CH2:9][N:10]([CH2:18][CH2:19][C:20]2[CH:25]=[CH:24][C:23]([OH:26])=[CH:22][CH:21]=2)[C:11](=[O:17])[O:12][C:13]([CH3:16])([CH3:15])[CH3:14])[CH:5]=[CH:6][CH:7]=1.C(=O)([O-])[O-].[K+].[K+].[Cl:34][C:35]1[CH:36]=[C:37]([C:42]([O:44][CH3:45])=[O:43])[CH:38]=[N:39][C:40]=1Cl>CS(C)=O>[C:13]([O:12][C:11]([N:10]([CH2:9][C@@H:8]([C:4]1[CH:5]=[CH:6][CH:7]=[C:2]([Cl:1])[CH:3]=1)[OH:27])[CH2:18][CH2:19][C:20]1[CH:25]=[CH:24][C:23]([O:26][C:40]2[C:35]([Cl:34])=[CH:36][C:37]([C:42]([O:44][CH3:45])=[O:43])=[CH:38][N:39]=2)=[CH:22][CH:21]=1)=[O:17])([CH3:16])([CH3:14])[CH3:15] |f:1.2.3|. Procedure: To a solution of tert-butyl [(2R)-2-(3-chlorophenyl)-2-hydroxyethyl][2-(4-hydroxyphenyl)ethyl]carbamate (600 mg) and potassium carbonate (254 mg) in dimethylsulfoxide (6.0 ml) was added methyl 5,6-dichloro-3-pyridinecarboxylate (347 mg), and the mixture was stirred at room temperature for 12 hours. The mixture was partitioned between ethyl acetate and water. The organic layer was separated, washed with water and brine, dried over magnesium sulfate and evaporated under reduced pressure. The resid... Starting materials: BrC1=CC(=C(C=C1)C(C(=O)O)OCCC)F ((RS)-(4-Bromo-2-fluoro-phenyl)-propoxy-acetic acid), NCC1=CC=C(C#N)C=C1 (4-aminomethyl benzonitrile). Yields the product BrC1=CC(=C(C=C1)C(C(=O)NCC1=CC=C(C=C1)C#N)OCCC)F ((RS)-2-(4-bromo-2-fluoro-phenyl)-N-(4-cyano-benzyl)-2-propoxy-acetamide). Reaction SMILES: [Br:1][C:2]1[CH:7]=[CH:6][C:5]([CH:8]([O:12][CH2:13][CH2:14][CH3:15])[C:9]([OH:11])=O)=[C:4]([F:16])[CH:3]=1.[NH2:17][CH2:18][C:19]1[CH:26]=[CH:25][C:22]([C:23]#[N:24])=[CH:21][CH:20]=1>>[Br:1][C:2]1[CH:7]=[CH:6][C:5]([CH:8]([O:12][CH2:13][CH2:14][CH3:15])[C:9]([NH:24][CH2:23][C:22]2[CH:25]=[CH:26][C:19]([C:18]#[N:17])=[CH:20][CH:21]=2)=[O:11])=[C:4]([F:16])[CH:3]=1. Procedure: (RS)-(4-Bromo-2-fluoro-phenyl)-propoxy-acetic acid was coupled with 4-aminomethyl benzonitrile according to general procedure C to give (RS)-2-(4-bromo-2-fluoro-phenyl)-N-(4-cyano-benzyl)-2-propoxy-acetamide. Colorless oil. MS 405.3 ([M+H]+) Solvent: C(C)(=O)O (acetic acid). Reactants: N1C(CCC2=CC=CC=C12)=O (1,2,3,4-tetrahydro-quinolin-2-one), Formula 4, BrBr (bromine). The product is BrC=1C=CC=C2CCC(NC12)=O (8-bromo-1,2,3,4-tetrahydro-quinoline-2-one), Formula 5. Reaction SMILES: [NH:1]1[C:10]2[C:5](=[CH:6][CH:7]=[CH:8][CH:9]=2)[CH2:4][CH2:3][C:2]1=[O:11].[Br:12]Br>C(O)(=O)C>[Br:12][C:9]1[CH:8]=[CH:7][CH:6]=[C:5]2[C:10]=1[NH:1][C:2](=[O:11])[CH2:3][CH2:4]2. Procedure: An example for a compound in accordance with Formula 2 is 4-iso-propylaniline that serves as the starting material for the presently preferred compounds of the invention. The aniline derivative of Formula 2 is reacted with an acryloyl chloride derivative of Formula 2A in a basic solvent, such as pyridine, to provide the phenyl amide derivative of the acryloic acid of Formula 3. An example of the acryloyl chloride derivative of Formula 2A that is used for the synthesis of the presently preferred ... Reactants: C(CCC)OC(=O)C=1C(=C2C(=C(N1)Cl)SC(=C2)C2=CC=C(C=C2)OC)O (7-chloro-4-hydroxy-2-(4-methoxy-phenyl)-thieno[2,3-c]pyridine-5-carboxylic acid butyl ester), C(CCC)OC(=O)C1=C(C2=C(C(=N1)Cl)C=C(S2)C2=CC=C(C=C2)OC)O (4-chloro-7-hydroxy-2-(4-methoxy-phenyl)-thieno[3,2-c]pyridine-6-carboxylic acid butyl ester). Product: C(CCC)OC(=O)C=1C(=C2C(=CN1)SC(=C2)C2=CC=C(C=C2)OC)O (4-Hydroxy-2-(4-methoxy-phenyl)-thieno[2,3-c]pyridine-5-carboxylic acid butyl ester). RXN SMILES: [CH2:1]([O:5][C:6]([C:8]1[C:9]([OH:26])=[C:10]2[CH:17]=[C:16]([C:18]3[CH:23]=[CH:22][C:21]([O:24][CH3:25])=[CH:20][CH:19]=3)[S:15][C:11]2=[C:12](Cl)[N:13]=1)=[O:7])[CH2:2][CH2:3][CH3:4].C(OC(C1N=C(Cl)C2C=C(C3C=CC(OC)=CC=3)SC=2C=1O)=O)CCC>>[CH2:1]([O:5][C:6]([C:8]1[C:9]([OH:26])=[C:10]2[CH:17]=[C:16]([C:18]3[CH:19]=[CH:20][C:21]([O:24][CH3:25])=[CH:22][CH:23]=3)[S:15][C:11]2=[CH:12][N:13]=1)=[O:7])[CH2:2][CH2:3][CH3:4]. Procedure details: The title compound was prepared from a mixture of 7-chloro-4-hydroxy-2-(4-methoxy-phenyl)-thieno[2,3-c]pyridine-5-carboxylic acid butyl ester and 4-chloro-7-hydroxy-2-(4-methoxy-phenyl)-thieno[3,2-c]pyridine-6-carboxylic acid butyl ester, example 3-c, analogously to experimental conditions for example 1-g; with isolation of the lower Rf isomer. MS: (+) m/z 358.05 (M+1). The reactants are S([O-])(O)=O.[Na+] (sodium bisulfite), FC1=C(C=CC=C1)C1=CC=C(C=C1)C(C)S(=O)CC(=O)N1CCCCC1 ([1-(2'-fluoro-4-biphenylyl)-ethylsulfinyl]-acetic acid piperidide), [Mn](=O)(=O)(=O)[O-].[K+] (potassium permanganate). Reagents/catalysts: [O-2].[O-2].[Mn+4] (manganese dioxide). Solvent: C(C)(=O)O (acetic acid), O (water), O (water). Run at time 1 hour. Yields the product FC1=C(C=CC=C1)C1=CC=C(C=C1)C(C)S(=O)(=O)CC(=O)N1CCCCC1 ([1-(2'-Fluoro-4-biphenylyl)-ethylsulfonyl]-acetic acid piperidide). Yield: 65.0%. RXN SMILES: [Mn]([O-])(=O)(=O)=O.[K+].[F:7][C:8]1[CH:13]=[CH:12][CH:11]=[CH:10][C:9]=1[C:14]1[CH:19]=[CH:18][C:17]([CH:20]([S:22]([CH2:24][C:25]([N:27]2[CH2:32][CH2:31][CH2:30][CH2:29][CH2:28]2)=[O:26])=[O:23])[CH3:21])=[CH:16][CH:15]=1.S(=O)(O)[O-:34].[Na+]>O.C(O)(=O)C.[O-2].[O-2].[Mn+4]>[F:7][C:8]1[CH:13]=[CH:12][CH:11]=[CH:10][C:9]=1[C:14]1[CH:15]=[CH:16][C:17]([CH:20]([S:22]([CH2:24][C:25]([N:27]2[CH2:32][CH2:31][CH2:30][CH2:29][CH2:28]2)=[O:26])(=[O:34])=[O:23])[CH3:21])=[CH:18][CH:19]=1 |f:0.1,3.4,7.8.9|. Reported procedure: A suspension of 2.1 gm (13.4 millimols) of potassium permanganate in 15 ml of water was added in small portions to a slution of 5.0 gm (13.4 millimols) of [1-(2'-fluoro-4-biphenylyl)-ethylsulfinyl]-acetic acid piperidide in 30 ml of glacial acetic acid. The temperature was maintained at 15°-20° C. The mixture was stirred for 1 hour at room temperature, then diluted with water, the manganese dioxide was reduced with sodium bisulfite, and the reaction product was extracted with ethyl acetate. Afte... The reactants are CC=1C=CC(=C(C1)O)C1CC1 (5-methyl-2-cyclopropyl-phenol), ClC=1C=CC(=C(N)C1)C1CC1 (5-chloro-2-cyclopropyl-aniline). Reagents/catalysts: [Hg] (mercury). Yields the product ClC=1C=CC(=C(C1)O)C1CC1 (5-chloro-2-cyclopropyl phenol). Yield: 32.0%. As a reaction SMILES: C[C:2]1[CH:3]=[CH:4][C:5]([CH:9]2[CH2:11][CH2:10]2)=[C:6]([OH:8])[CH:7]=1.[Cl:12]C1C=CC(C2CC2)=C(C=1)N>[Hg]>[Cl:12][C:2]1[CH:3]=[CH:4][C:5]([CH:9]2[CH2:11][CH2:10]2)=[C:6]([OH:8])[CH:7]=1. Reported procedure: Prepared according to the method described for the 5-methyl-2-cyclopropyl-phenol of Example I, from 31.5 g (0.188 mol/g) of 5-chloro-2-cyclopropyl-aniline with a yield of 32%. B.P.=69° C.-76° C./0.1 mm mercury. m.P. 30° C. The reactants are COC(=O)c1nc(Br)c2cccnc2c1OS(=O)(=O)c1ccc(C)cc1, CCS(=O)(=O)NC, CN(C)C=O, c1ccc(-c2ccccn2)nc1. Product: CCS(=O)(=O)N(C)c1nc(C(=O)OC)c(OS(=O)(=O)c2ccc(C)cc2)c2ncccc12. As a reaction SMILES: [Br:1][c:2]1[c:3]2[cH:4][cH:5][cH:6][n:7][c:8]2[c:9]([O:16][S:17](=[O:18])(=[O:19])[c:20]2[cH:21][cH:22][c:23]([CH3:26])[cH:24][cH:25]2)[c:10]([C:12](=[O:13])[O:14][CH3:15])[n:11]1.[CH3:27][NH:28][S:29](=[O:30])(=[O:31])[CH2:32][CH3:33].[O:46]=[CH:47][N:48]([CH3:49])[CH3:50].[n:34]1[cH:35][cH:36][cH:37][cH:38][c:39]1-[c:40]1[cH:41][cH:42][cH:43][cH:44][n:45]1>>[c:2]1([N:28]([CH3:27])[S:29](=[O:30])(=[O:31])[CH2:32][CH3:33])[c:3]2[cH:4][cH:5][cH:6][n:7][c:8]2[c:9]([O:16][S:17](=[O:18])(=[O:19])[c:20]2[cH:21][cH:22][c:23]([CH3:26])[cH:24][cH:25]2)[c:10]([C:12](=[O:13])[O:14][CH3:15])[n:11]1.